This data is from the Open Reaction Database (ORD), a public repository of structured organic reaction records. The task is: describe an organic reaction: reactants, conditions, products, and yield The reactants are O=C([O-])[O-], CCOC(=O)CBr, CC#N, [Cs+], [Cs+], [I-], [K+], O=C(CCC#Cc1ccc(C(F)(F)F)cc1)NCc1ccc2cc[nH]c2c1. The product is CCOC(=O)Cn1ccc2ccc(CNC(=O)CCC#Cc3ccc(C(F)(F)F)cc3)cc21. As a reaction SMILES: [C:35](=[O:36])([O-:37])[O-:38].[CH2:28]([CH3:29])[O:30][C:31]([CH2:32][Br:33])=[O:34].[CH3:43][C:44]#[N:45].[Cs+:39].[Cs+:40].[I-:42].[K+:41].[nH:1]1[cH:2][cH:3][c:4]2[cH:5][cH:6][c:7]([CH2:10][NH:11][C:12]([CH2:13][CH2:14][C:15]#[C:16][c:17]3[cH:18][cH:19][c:20]([C:23]([F:24])([F:25])[F:26])[cH:21][cH:22]3)=[O:27])[cH:8][c:9]12>>[n:1]1([CH2:32][C:31]([O:30][CH2:28][CH3:29])=[O:34])[cH:2][cH:3][c:4]2[cH:5][cH:6][c:7]([CH2:10][NH:11][C:12]([CH2:13][CH2:14][C:15]#[C:16][c:17]3[cH:18][cH:19][c:20]([C:23]([F:24])([F:25])[F:26])[cH:21][cH:22]3)=[O:27])[cH:8][c:9]12. Starting materials: ClCCl, CN(C)C=O, O=C(O)C(CC1CCCC1)c1cccc(C(F)(F)F)c1, CCN(C(C)C)C(C)C, O=C(Cl)C(=O)Cl, Nc1ccncn1, C1CCOC1. Yields the product O=C(Nc1ccncn1)C(CC1CCCC1)c1cccc(C(F)(F)F)c1. Reaction SMILES: [CH2:43]([Cl:44])[Cl:45].[CH3:51][N:52]([CH3:53])[CH:54]=[O:55].[CH:1]1([CH2:6][CH:7]([C:8](=[O:9])[OH:10])[c:11]2[cH:12][c:13]([C:17]([F:18])([F:19])[F:20])[cH:14][cH:15][cH:16]2)[CH2:2][CH2:3][CH2:4][CH2:5]1.[CH:27]([N:28]([CH2:29][CH3:30])[CH:31]([CH3:32])[CH3:33])([CH3:34])[CH3:35].[Cl:21][C:22]([C:23]([Cl:24])=[O:25])=[O:26].[NH2:36][c:37]1[n:38][cH:39][n:40][cH:41][cH:42]1.[O:46]1[CH2:47][CH2:48][CH2:49][CH2:50]1>>[CH:1]1([CH2:6][CH:7]([C:8](=[O:10])[NH:36][c:37]2[n:38][cH:39][n:40][cH:41][cH:42]2)[c:11]2[cH:12][c:13]([C:17]([F:18])([F:19])[F:20])[cH:14][cH:15][cH:16]2)[CH2:2][CH2:3][CH2:4][CH2:5]1. As a reaction SMILES: [C:1]([O:2][CH2:3][C:4]1([CH3:16])[CH:5]([CH2:6][O:7][CH2:8][c:9]2[cH:10][cH:11][cH:12][cH:13][cH:14]2)[O:15]1)([O:17][c:18]1[c:19]([CH3:47])[c:20]2[c:25]([c:26]([CH3:29])[c:27]1[CH3:28])[O:24][C:23]([CH2:30][CH2:31][CH2:32][CH:33]([CH2:34][CH2:35][CH2:36][CH:37]([CH2:38][CH2:39][CH2:40][CH:41]([CH3:42])[CH3:43])[CH3:44])[CH3:45])([CH3:46])[CH2:22][CH2:21]2)=[O:48].[Cl+3:54]([OH:55])([O-:56])([O-:57])[O-:58].[O:49]1[CH2:50][CH2:51][CH2:52][CH2:53]1.[OH2:59]>>[C:1]([O:2][CH2:3][C:4]([CH:5]([CH2:6][O:7][CH2:8][c:9]1[cH:10][cH:11][cH:12][cH:13][cH:14]1)[OH:15])([CH3:16])[OH:49])([O:17][c:18]1[c:19]([CH3:47])[c:20]2[c:25]([c:26]([CH3:29])[c:27]1[CH3:28])[O:24][C:23]([CH2:30][CH2:31][CH2:32][CH:33]([CH2:34][CH2:35][CH2:36][CH:37]([CH2:38][CH2:39][CH2:40][CH:41]([CH3:42])[CH3:43])[CH3:44])[CH3:45])([CH3:46])[CH2:22][CH2:21]2)=[O:48]. Reactants: Cc1c(C)c2c(c(C)c1OC(=O)OCC1(C)OC1COCc1ccccc1)CCC(C)(CCCC(C)CCCC(C)CCCC(C)C)O2, [O-][Cl+3]([O-])([O-])O, C1CCOC1, O. Product: Cc1c(C)c2c(c(C)c1OC(=O)OCC(C)(O)C(O)COCc1ccccc1)CCC(C)(CCCC(C)CCCC(C)CCCC(C)C)O2.